The task is: describe an organic reaction: reactants, conditions, products, and yield. This data is from the Open Reaction Database (ORD), a public repository of structured organic reaction records. Reactants: C([O-])([O-])=O.[Na+].[Na+] (sodium carbonate), C(C)OC(=O)C=1C(C=2C=C3C(=NC2N(C1)C)C=C(C(=C3)F)F)=O (3-ethoxycarbonyl-7,8-difluoro-1-methyl-4-oxo-1,4-dihydrobenzo[b][1,8]naphthyridine), C1OC=2C=C(C=CC2O1)C1NCCNC1 ((RS)-2-(3,4-methylenedioxyphenyl)piperazine). Product: C(C)OC(=O)C=1C(C=2C=C3C(=NC2N(C1)C)C=C(C(=C3)F)N3CC(NCC3)C3=CC1=C(C=C3)OCO1)=O ((RS)-3-Ethoxycarbonyl-7-fluoro-1-methyl-8-[3-(3,4-methylenedioxyphenyl)-1-piperazinyl]-4-oxo-1,4-dihydrobenzo[b][1,8]naphthyridine), N1=CC=CC2=CC=CN=C12 (1,8 naphthyridine). Yield: 661.4%. RXN SMILES: [CH2:1]([O:3][C:4]([C:6]1[C:7](=[O:23])[C:8]2[CH:9]=[C:10]3[CH:20]=[C:19]([F:21])[C:18](F)=[CH:17][C:11]3=[N:12][C:13]=2[N:14]([CH3:16])[CH:15]=1)=[O:5])[CH3:2].[CH2:24]1[O:32][C:31]2[CH:30]=[CH:29][C:28]([CH:33]3[CH2:38][NH:37][CH2:36][CH2:35][NH:34]3)=[CH:27][C:26]=2[O:25]1.C(=O)([O-])[O-].[Na+].[Na+]>>[CH2:1]([O:3][C:4]([C:6]1[C:7](=[O:23])[C:8]2[CH:9]=[C:10]3[CH:20]=[C:19]([F:21])[C:18]([N:37]4[CH2:36][CH2:35][NH:34][CH:33]([C:28]5[CH:29]=[CH:30][C:31]6[O:32][CH2:24][O:25][C:26]=6[CH:27]=5)[CH2:38]4)=[CH:17][C:11]3=[N:12][C:13]=2[N:14]([CH3:16])[CH:15]=1)=[O:5])[CH3:2].[N:12]1[C:13]2[C:8](=[CH:7][CH:6]=[CH:15][N:14]=2)[CH:9]=[CH:10][CH:11]=1 |f:2.3.4|. Reported procedure: (RS)-3-Ethoxycarbonyl-7-fluoro-1-methyl-8-[3-(3,4-methylenedioxyphenyl)-1-piperazinyl]-4-oxo-1,4-dihydrobenzo[b][1,8]naphthyridine was prepared under conditions similar to Example 39, but starting with 3-ethoxycarbonyl-7,8-difluoro-1-methyl-4-oxo-1,4-dihydrobenzo[b][1,8]naphthyridine (1.59 g), (RS)-2-(3,4-methylenedioxyphenyl)piperazine (1.25 g) and sodium carbonate (0.64 g). (RS)-3-Ethoxycarbonyl-7-fluoro-1-methyl-8-[3-(3,4-methylenedioxyphenyl)-1-piperazinyl]-4-oxo-1,4-dihydrobenzo[b][1,8 naph... Reactants: ClC1=C(C(=CC=C1)Cl)C1=CC2=C(N=C(N=C2)S(=O)(=O)C)N(C1=O)CC (6-(2,6-Dichlorophenyl)-8-ethyl-2-methanesulfonyl-8H-pyrido[2,3-d]pyrimidin-7-one), COC1=CC=C(N)C=C1 (4-methoxyaniline). The reagents and catalysts are O (water). The solvent is CN(C=O)C (dimethylformamide). Yields the product ClC1=C(C(=CC=C1)Cl)C1=CC2=C(N=C(N=C2)NC2=CC=C(C=C2)OC)N(C1=O)CC (6-(2,6-Dichlorophenyl)-8-ethyl-2-(4-methoxyphenylamino)-8H-pyrido[2,3-d]pyrimidin-7-one). RXN SMILES: [Cl:1][C:2]1[CH:7]=[CH:6][CH:5]=[C:4]([Cl:8])[C:3]=1[C:9]1[C:22](=[O:23])[N:21]([CH2:24][CH3:25])[C:12]2[N:13]=[C:14](S(C)(=O)=O)[N:15]=[CH:16][C:11]=2[CH:10]=1.[CH3:26][O:27][C:28]1[CH:34]=[CH:33][C:31]([NH2:32])=[CH:30][CH:29]=1>CN(C)C=O.O>[Cl:1][C:2]1[CH:7]=[CH:6][CH:5]=[C:4]([Cl:8])[C:3]=1[C:9]1[C:22](=[O:23])[N:21]([CH2:24][CH3:25])[C:12]2[N:13]=[C:14]([NH:32][C:31]3[CH:33]=[CH:34][C:28]([O:27][CH3:26])=[CH:29][CH:30]=3)[N:15]=[CH:16][C:11]=2[CH:10]=1. Procedure: A solution of 0.100 g (0.25 mmol) of 6-(2,6-dichlorophenyl)-8-ethyl-2-methanesulfonyl-8H-pyrido[2,3-d]pyrimidin-7-one of Example 68 and 0.061 g (0.50 mmol) of 4-methoxyaniline in 0.5 mL of dimethylformamide was heated at reflux for 10 minutes. Three drops of water were added. Crystals separated on inducement. An additional 3 drops of water were added to precipitate additional tacky solid. After decantation, the solid was triturated with 0.5 mL of ethyl acetate and 0.5 mL of petroleum ether. The ... The solvent is CO (methanol). Reaction conditions: time 20 minute. Yields the product O.FC1=CC=C(CCNC(C)=NC2=CC=C3C[C@H]([C@@H](C3=C2)NC(=O)C2=CC=C(C=C2)C2=CC=CC=C2)O)C=C1.C1(=CC=C(C=C1)C(=O)N[C@H]1[C@@H](CC2=CC=C(C=C12)N=C(C)NCCC1=CC=C(C=C1)F)O)C1=CC=CC=C1 (Biphenyl-4-carboxylic acid (R)-(6-(1-((4-fluorobenzyl)methylamino)ethylideneamino)-2(R)-hydroxyindan-1-yl)amide hemihydrate). Procedure: Add 21.8 L of methanol to 2.86 kg of biphenyl-4-carboxylic acid (R)-(6-(1-((4-fluorobenzyl)methylamino)ethylideneamino)-2(R)-hydroxyindan-1-yl)amide solvate. Pass the solution through a carbon impregnated filter and rinse the filter with 24 L of methanol. Add 5.7 kg of water to the solution over 35 min followed by 15 g of Biphenyl-4-carboxylic acid (R)-(6-(1-((4-fluorobenzyl)methylamino)ethylideneamino)-2(R)-hydroxyindan-1-yl)amide hemihydrate seed crystals. After 20 min, add 1.15 kg of water fo... The yield is 112.9%. The reactants are FC1=CC=C(CCNC(C)=NC2=CC=C3C[C@H]([C@@H](C3=C2)NC(=O)C2=CC=C(C=C2)C2=CC=CC=C2)O)C=C1 (biphenyl-4-carboxylic acid (R)-(6-(1-((4-fluorobenzyl)methylamino)ethylideneamino)-2(R)-hydroxyindan-1-yl)amide). As a reaction SMILES: [F:1][C:2]1[CH:38]=[CH:37][C:5]([CH2:6][CH2:7][NH:8][C:9](=[N:11][C:12]2[CH:20]=[C:19]3[C:15]([CH2:16][C@@H:17]([OH:36])[C@@H:18]3[NH:21][C:22]([C:24]3[CH:29]=[CH:28][C:27]([C:30]4[CH:35]=[CH:34][CH:33]=[CH:32][CH:31]=4)=[CH:26][CH:25]=3)=[O:23])=[CH:14][CH:13]=2)[CH3:10])=[CH:4][CH:3]=1>CO>[OH2:23].[F:1][C:2]1[CH:3]=[CH:4][C:5]([CH2:6][CH2:7][NH:8][C:9](=[N:11][C:12]2[CH:20]=[C:19]3[C:15]([CH2:16][C@@H:17]([OH:36])[C@@H:18]3[NH:21][C:22]([C:24]3[CH:29]=[CH:28][C:27]([C:30]4[CH:31]=[CH:32][CH:33]=[CH:34][CH:35]=4)=[CH:26][CH:25]=3)=[O:23])=[CH:14][CH:13]=2)[CH3:10])=[CH:37][CH:38]=1.[C:27]1([C:30]2[CH:31]=[CH:32][CH:33]=[CH:34][CH:35]=2)[CH:26]=[CH:25][C:24]([C:22]([NH:21][C@@H:18]2[C:19]3[C:15](=[CH:14][CH:13]=[C:12]([N:11]=[C:9]([NH:8][CH2:7][CH2:6][C:5]4[CH:37]=[CH:38][C:2]([F:1])=[CH:3][CH:4]=4)[CH3:10])[CH:20]=3)[CH2:16][C@H:17]2[OH:36])=[O:23])=[CH:29][CH:28]=1 |f:2.3.4|. Reactants: CNC.O1CCCC1 (dimethylamine tetrahydrofuran), C(C)(=O)O[BH-](OC(C)=O)OC(C)=O.[Na+] (sodium triacetoxyborohydride), O1CCCC1 (tetrahydrofuran), CC1=NSC(=N1)NC(=O)C1=NC(=CC=C1SC1=CC=C(C=C1)OCC=O)SC1=NN=CN1C (N-(3-methyl-1,2,4-thiadiazol-5-yl)-6-[(4-methyl-4H-1,2,4-triazol-3-yl)thio]-3-{[4-(2-oxoethoxy)phenyl]thio}pyridine-2-carboxamide). The solvent is O (water), C(Cl)(Cl)Cl (Chloroform). Conditions: time 30 minute. The product is CN(CCOC1=CC=C(C=C1)SC=1C(=NC(=CC1)SC1=NN=CN1C)C(=O)NC1=NC(=NS1)C)C (3-({4-[2-(dimethylamino)ethoxy]phenyl}thio)-N-(3-methyl-1,2,4-thiadiazol-5-yl)-6-[(4-methyl-4H-1,2,4-triazol-3-yl)thio]pyridine-2-carboxamide). Reaction SMILES: [CH3:1][NH:2][CH3:3].O1CCCC1.C(O[BH-](OC(=O)C)OC(=O)C)(=O)C.[Na+].O1CCCC1.[CH3:28][C:29]1[N:33]=[C:32]([NH:34][C:35]([C:37]2[C:42]([S:43][C:44]3[CH:49]=[CH:48][C:47]([O:50][CH2:51][CH:52]=O)=[CH:46][CH:45]=3)=[CH:41][CH:40]=[C:39]([S:54][C:55]3[N:59]([CH3:60])[CH:58]=[N:57][N:56]=3)[N:38]=2)=[O:36])[S:31][N:30]=1>O.C(Cl)(Cl)Cl>[CH3:1][N:2]([CH3:3])[CH2:52][CH2:51][O:50][C:47]1[CH:46]=[CH:45][C:44]([S:43][C:42]2[C:37]([C:35]([NH:34][C:32]3[S:31][N:30]=[C:29]([CH3:28])[N:33]=3)=[O:36])=[N:38][C:39]([S:54][C:55]3[N:59]([CH3:60])[CH:58]=[N:57][N:56]=3)=[CH:40][CH:41]=2)=[CH:49][CH:48]=1 |f:0.1,2.3|. Reported procedure: 0.25 ml of 2 M dimethylamine/tetrahydrofuran solution and 0.21 mg of sodium triacetoxyborohydride were added to a tetrahydrofuran solution of 166 mg of N-(3-methyl-1,2,4-thiadiazol-5-yl)-6-[(4-methyl-4H-1,2,4-triazol-3-yl)thio]-3-{[4-(2-oxoethoxy)phenyl]thio}pyridine-2-carboxamide obtained in the step 1, and stirred at room temperature for 30 minutes. Chloroform and saturated saline water were added to it, and extracted with chloroform. The organic layer was dried with anhydrous magnesium sulfat...